From a dataset of the Open Reaction Database (ORD), a public repository of structured organic reaction records. describe an organic reaction: reactants, conditions, products, and yield Starting materials: COC(C1=CC=CC=C1)=C1C(NC2=CC3=C(C=C12)OCO3)=O (3-(1-methoxy-1-phenyl-methylidene)-5,6-methylenedioxy-2-indolinone), C(C1=CC=CC=C1)N(C)CC1=CC=C(N)C=C1 (4-[(N-benzyl-N-methyl-amino)-methyl]-aniline). Product: C(C1=CC=CC=C1)N(C)CC1=CC=C(N\C(\C2=CC=CC=C2)=C\2/C(NC3=CC4=C(C=C23)OCO4)=O)C=C1 (3-(Z)-(1-{4-[(N-benzyl-N-methyl-amino)-methyl]-anilino}-1-phenyl-methylidene)-5,6-methylenedioxy-2-indolinone). As a reaction SMILES: CO[C:3](=[C:10]1[C:18]2[C:13](=[CH:14][C:15]3[O:21][CH2:20][O:19][C:16]=3[CH:17]=2)[NH:12][C:11]1=[O:22])[C:4]1[CH:9]=[CH:8][CH:7]=[CH:6][CH:5]=1.[CH2:23]([N:30]([CH2:32][C:33]1[CH:39]=[CH:38][C:36]([NH2:37])=[CH:35][CH:34]=1)[CH3:31])[C:24]1[CH:29]=[CH:28][CH:27]=[CH:26][CH:25]=1>>[CH2:23]([N:30]([CH2:32][C:33]1[CH:34]=[CH:35][C:36]([NH:37]/[C:3](=[C:10]2\[C:11](=[O:22])[NH:12][C:13]3[C:18]\2=[CH:17][C:16]2[O:19][CH2:20][O:21][C:15]=2[CH:14]=3)/[C:4]2[CH:5]=[CH:6][CH:7]=[CH:8][CH:9]=2)=[CH:38][CH:39]=1)[CH3:31])[C:24]1[CH:25]=[CH:26][CH:27]=[CH:28][CH:29]=1. Procedure: Prepared from 3-(1-methoxy-1-phenyl-methylidene)-5,6-methylenedioxy-2-indolinone and 4-[(N-benzyl-N-methyl-amino)-methyl]-aniline